Dataset: the Open Reaction Database (ORD), a public repository of structured organic reaction records. Task: describe an organic reaction: reactants, conditions, products, and yield The reactants are FC1=CC=C(C=C1)B(O)O (4-fluorophenylboronic acid), C(CCCCCCCCCCCCC)(=O)O (myristic acid), Cl (hydrochloric acid), NC1=C(C(=O)OC)C=CC(=C1)I (Methyl 2-amino-4-iodobenzoate), FC1=CC=C(C=C1)B(O)O (4-fluorophenylboronic acid), N1=C(C=CC=C1C)C (2,6-lutidine). Reagents/catalysts: C(C)(=O)[O-].[Cu+2].C(C)(=O)[O-] (copper(II) acetate), C(C)(=O)[O-].[Cu+2].C(C)(=O)[O-] (copper(II) acetate). The solvent is C1(=CC=CC=C1)C (toluene), C(C)(=O)OCC (Ethyl acetate). Reaction conditions: time 5 minute. The product is FC1=CC=C(NC2=C(C(=O)OC)C=CC(=C2)I)C=C1 (methyl 2-(4-fluoroanilino)-4-iodobenzoate). Yield: 26.1%. Reaction SMILES: [F:1][C:2]1[CH:7]=[CH:6][C:5](B(O)O)=[CH:4][CH:3]=1.C(O)(=O)CCCCCCCCCCCCC.N1C(C)=CC=CC=1C.[NH2:35][C:36]1[CH:45]=[C:44]([I:46])[CH:43]=[CH:42][C:37]=1[C:38]([O:40][CH3:41])=[O:39].Cl>C([O-])(=O)C.[Cu+2].C([O-])(=O)C.C(OCC)(=O)C.C1(C)C=CC=CC=1>[F:1][C:2]1[CH:7]=[CH:6][C:5]([NH:35][C:36]2[CH:45]=[C:44]([I:46])[CH:43]=[CH:42][C:37]=2[C:38]([O:40][CH3:41])=[O:39])=[CH:4][CH:3]=1 |f:5.6.7|. Procedure details: To toluene 20 mL suspension of 4-fluorophenylboronic acid 1.4 g, anhydrous copper(II) acetate 0.35 g and myristic acid 0.89 g was added 2,6-lutidine 0.76 mL, and it was stirred at room temperature for 5 minutes. Methyl 2-amino-4-iodobenzoate 1.8 g was added to the reaction mixture, and it was stirred at room temperature for 3 hours. 4-fluorophenylboronic acid 0.45 g and anhydrous copper(II) acetate 0.35 g were added to the reaction mixture, and it was stirred at room temperature for 8 hours. Eth...